Dataset: the Open Reaction Database (ORD), a public repository of structured organic reaction records. Task: describe an organic reaction: reactants, conditions, products, and yield Reactants: N1=C(N=CC=2NC=3C=CC=CC3C21)C(=O)NN (5H-Pyrimido[5,4-b]indole-2-carboxylic Acid Hydrazide), N(=O)[O-].[Na+] (sodium nitrite), C([O-])([O-])=O.[Na+].[Na+] (sodium carbonate), N(=O)[O-] (nitrite). Run in C(C)(=O)O (acetic acid), O (water), O (water). Run at temperature 0 celsius, time 4 hour. Yields the product N1=C(N=CC=2NC=3C=CC=CC3C21)C(=O)N=[N+]=[N-] (5H-Pyrimido[5,4-b]indole-2-carboxylic Acid Azide). Reaction SMILES: [N:1]1[C:13]2[C:12]3[CH:11]=[CH:10][CH:9]=[CH:8][C:7]=3[NH:6][C:5]=2[CH:4]=[N:3][C:2]=1[C:14]([NH:16][NH2:17])=[O:15].[N:18]([O-])=O.[Na+].N([O-])=O.C(=O)([O-])[O-].[Na+].[Na+]>C(O)(=O)C.O>[N:1]1[C:13]2[C:12]3[CH:11]=[CH:10][CH:9]=[CH:8][C:7]=3[NH:6][C:5]=2[CH:4]=[N:3][C:2]=1[C:14]([N:16]=[N+:17]=[N-:18])=[O:15] |f:1.2,4.5.6|. Procedure details: Under heating, 0.3 g of 5H-pyrimido[5,4-b]indole-2-carboxylic acid hydrazide (Example 5) is dissolved in a mixture of 6 ml of glacial acetic acid and 2.4 ml of water. Then, a solution of 0.33 g of sodium nitrite in 1 ml of water is added gradually thereto at 0° C. After adding the nitrite, the mixture is stirred for another 4 hours at 0° C., thereafter rendered alkaline with sodium carbonate solution, and the thus-crystallized 5H-pyrimido[5,4-b]indole-2-carboxylic acid azide is vacuum-filtered. ... Reactants: B([O-])([O-])[O-].[Na+].[Na+].[Na+] (sodium borate), Cl.NCCC1=CC(O)=C(O)C=C1 (dopamine hydrochloride), C(C1=CC=CC=C1)OC(=O)Cl (benzyloxycarbonyl chloride), [OH-].[Na+] (sodium hydroxide), [OH-].[Na+] (sodium hydroxide), Cl (hydrochloric acid). The solvent is O (water). Conditions: temperature 15 celsius, time 4 hour. Product: C(=O)(OCC1=CC=CC=C1)NCCC1=CC(O)=C(O)C=C1 (N-carbobenzoxydopamine). The yield is 96.5%. RXN SMILES: B([O-])([O-])[O-].[Na+].[Na+].[Na+].Cl.[NH2:9][CH2:10][CH2:11][C:12]1[CH:19]=[CH:18][C:16]([OH:17])=[C:14]([OH:15])[CH:13]=1.[OH-].[Na+].[CH2:22]([O:29][C:30](Cl)=[O:31])[C:23]1[CH:28]=[CH:27][CH:26]=[CH:25][CH:24]=1.Cl>O>[C:30]([NH:9][CH2:10][CH2:11][C:12]1[CH:19]=[CH:18][C:16]([OH:17])=[C:14]([OH:15])[CH:13]=1)([O:29][CH2:22][C:23]1[CH:28]=[CH:27][CH:26]=[CH:25][CH:24]=1)=[O:31] |f:0.1.2.3,4.5,6.7|. Procedure: 38.2 g (100 mmol) of sodium borate and 18.9 g (100 mmol) of dopamine hydrochloride were dissolved in 250 ml of water. To the solution thus obtained, was added a 2 N sodium hydroxide solution under a nitrogen gas stream to adjust the pH value to 9. Then 17.1 g (100 mmol) of benzyloxycarbonyl chloride was added dropwise thereto while stirring at 15° C. for 4 hours. Simultaneously, a 2 N sodium hydroxide solution was added to maintain the pH value of the reaction mixture to 9. After continuing the ... Starting materials: N(=NC(=O)N1CCCCC1)C(=O)N1CCCCC1 (1,1′-(azodicarbonyl)dipiperidine), C(C)(C)(C)C1=NN(C(C1)=O)CC1=CC=C(C(=O)OC)C=C1 (methyl 4-[(3-tert-butyl-5-oxo-4,5-dihydro-1H-pyrazol-1-yl)methyl]benzoate), CC1=CC=CC(=N1)CO ((6-methylpyridin-2-yl)methanol), C(CCC)P(CCCC)CCCC (tributylphosphine). Solvent: O1CCCC1 (tetrahydrofuran). Conditions: time 2 hour. The product is C(C)(C)(C)C1=NN(C(=C1)OCC1=NC(=CC=C1)C)CC1=CC=C(C(=O)OC)C=C1 (methyl 4-({3-tert-butyl-5-[(6-methylpyridin-2-yl)methoxy]-1H-pyrazol-1-yl}methyl)benzoate). Yield: 93.3%. RXN SMILES: [C:1]([C:5]1[CH2:9][C:8](=[O:10])[N:7]([CH2:11][C:12]2[CH:21]=[CH:20][C:15]([C:16]([O:18][CH3:19])=[O:17])=[CH:14][CH:13]=2)[N:6]=1)([CH3:4])([CH3:3])[CH3:2].[CH3:22][C:23]1[N:28]=[C:27]([CH2:29]O)[CH:26]=[CH:25][CH:24]=1.C(P(CCCC)CCCC)CCC.N(C(N1CCCCC1)=O)=NC(N1CCCCC1)=O>O1CCCC1>[C:1]([C:5]1[CH:9]=[C:8]([O:10][CH2:29][C:27]2[CH:26]=[CH:25][CH:24]=[C:23]([CH3:22])[N:28]=2)[N:7]([CH2:11][C:12]2[CH:13]=[CH:14][C:15]([C:16]([O:18][CH3:19])=[O:17])=[CH:20][CH:21]=2)[N:6]=1)([CH3:4])([CH3:2])[CH3:3]. Procedure: To a mixture of methyl 4-[(3-tert-butyl-5-oxo-4,5-dihydro-1H-pyrazol-1-yl)methyl]benzoate (1.68 g, 5.83 mmol), (6-methylpyridin-2-yl)methanol (0.79 g, 6.4 mmol), tributylphosphine (2.90 mL, 11.6 mmol) and tetrahydrofuran (80 mL) was added 1,1′-(azodicarbonyl)dipiperidine (2.94 g, 11.7 mol), and the mixture was stirred at room temperature for 2 hr. The reaction solution was concentrated, and diisopropyl ether was added to the residue. The insoluble material was filtered off, and the filtrate was ... Starting materials: N(CC(=O)N[C@@H](CCCC)C(=O)O)C(=O)OC(C)(C)C (Boc-Gly-Nleu-OH), C(CCl)Cl (EDC), Cl (HCl), N1[C@H](C(=O)OC(=O)C2=CC=CC=C2)CCC1 (Pro-OBz), C=1C=CC2=C(C1)N=NN2O (HOBt). The solvent is C(C)N(CC)CC (Triethylamine), CN(C)C=O (DMF). Reaction conditions: temperature 0 celsius, time 5 minute. The product is N(CC(=O)N[C@@H](CCCC)C(=O)N1[C@H](C(=O)OC(=O)C2=CC=CC=C2)CCC1)C(=O)OC(C)(C)C (Boc-Gly-Nleu-Pro-OBz). Yield: 83.1%. As a reaction SMILES: [NH:1]([C:14]([O:16][C:17]([CH3:20])([CH3:19])[CH3:18])=[O:15])[CH2:2][C:3]([NH:5][C@H:6]([C:11]([OH:13])=O)[CH2:7][CH2:8][CH2:9][CH3:10])=[O:4].Cl.[NH:22]1[CH2:37][CH2:36][CH2:35][C@H:23]1[C:24]([O:26][C:27]([C:29]1[CH:34]=[CH:33][CH:32]=[CH:31][CH:30]=1)=[O:28])=[O:25].C1C=CC2N(O)N=NC=2C=1.C(Cl)CCl>CN(C=O)C.C(N(CC)CC)C>[NH:1]([C:14]([O:16][C:17]([CH3:20])([CH3:19])[CH3:18])=[O:15])[CH2:2][C:3]([NH:5][C@H:6]([C:11]([N:22]1[CH2:37][CH2:36][CH2:35][C@H:23]1[C:24]([O:26][C:27]([C:29]1[CH:30]=[CH:31][CH:32]=[CH:33][CH:34]=1)=[O:28])=[O:25])=[O:13])[CH2:7][CH2:8][CH2:9][CH3:10])=[O:4]. Reported procedure: Boc-Gly-Nleu-OH (12.5 g, 0.043 mol.), HCl.Pro-OBz (11 g, 0.046 mol.) and HOBt (6.0 g, 0.045 mol.) were dissolved in 300 ml DMF and the solution was chilled to 0° C. Triethylamine (12 ml) was added slowly while stirring the solution. After 5 minutes, EDC (8.5 g, 0.043 mol.) was added to the solution and the stirring was continued at room temperature overnight. The DMF was removed under reduced pressure and the resulting mixture was poured into 350 ml ethyl acetate. The ethyl acetate solution was ... Reactants: [Al+3], ClC(Cl)(Cl)Cl, CC(=O)Cl, [Cl-], [Cl-], [Cl-], ClCCl, Cl, c1ccc2c(c1)sc1ccccc12. Yields the product CC(=O)c1ccc2sc3ccccc3c2c1. RXN SMILES: [Al+3:15].[C:23]([Cl:24])([Cl:25])([Cl:26])[Cl:27].[CH3:19][C:20]([Cl:21])=[O:22].[Cl-:14].[Cl-:16].[Cl-:17].[Cl:28][CH2:29][Cl:30].[ClH:18].[cH:1]1[cH:2][cH:3][c:4]2[c:5]([cH:6]1)[s:7][c:8]1[cH:9][cH:10][cH:11][cH:12][c:13]21>>[cH:1]1[cH:2][cH:3][c:4]2[c:5]([cH:6]1)[s:7][c:8]1[cH:9][cH:10][c:11]([C:20]([CH3:19])=[O:22])[cH:12][c:13]21. The reactants are ICI (diiodomethane), C(C)[Zn]CC (diethylzinc), C(C)(C)(C)OC(=O)N1[C@H](CN(CC1)C(=O)C1=CC=CC2=CC=CC=C12)CCOC=C (1-tert-Butoxycarbonyl-2(S)-(2-vinyloxyethyl)-4-naphthoylpiperazine). Run in CCOCC (ether). Product: C(C)(C)(C)OC(=O)N1[C@H](CN(CC1)C(=O)C1=CC=CC2=CC=CC=C12)CCOC1CC1 (1-tert-Butoxycarbonyl-2(S)-(2-cyclopropyloxyethyl)-4-(1-naphthoyl)piperazine). Reaction SMILES: [C:1]([O:5][C:6]([N:8]1[CH2:13][CH2:12][N:11]([C:14]([C:16]2[C:25]3[C:20](=[CH:21][CH:22]=[CH:23][CH:24]=3)[CH:19]=[CH:18][CH:17]=2)=[O:15])[CH2:10][C@@H:9]1[CH2:26][CH2:27][O:28][CH:29]=[CH2:30])=[O:7])([CH3:4])([CH3:3])[CH3:2].I[CH2:32]I.C([Zn]CC)C>CCOCC>[C:1]([O:5][C:6]([N:8]1[CH2:13][CH2:12][N:11]([C:14]([C:16]2[C:25]3[C:20](=[CH:21][CH:22]=[CH:23][CH:24]=3)[CH:19]=[CH:18][CH:17]=2)=[O:15])[CH2:10][C@@H:9]1[CH2:26][CH2:27][O:28][CH:29]1[CH2:32][CH2:30]1)=[O:7])([CH3:4])([CH3:3])[CH3:2]. Procedure: 1-tert-Butoxycarbonyl-2(S)-(2-vinyloxyethyl)-4-naphthoylpiperazine (0.107 g, 0.261 mmol) was dissolved in ether (5 mL) under an argon atmosphere. To this solution was added diiodomethane (0.042 mL, 0.522 mmol) and diethylzinc (0.39 mL, 1M in hexane, 0.39 mmol). The reaction was refluxed for 1 h. The reaction was quenched with water, and extracted with ethyl acetate. The organic extracts were washed with water, saturated sodium chloride, and dried over magnesium sulfate. The title compound was ob... Starting materials: CC(C)O, N#Cc1ccc(-c2cnc(Cl)o2)cc1F, CS(=O)(=O)Nc1cccc(N)c1. The product is CS(=O)(=O)Nc1cccc(Nc2ncc(-c3ccc(C#N)c(F)c3)o2)c1. Reaction SMILES: [CH3:28][CH:29]([OH:30])[CH3:31].[Cl:1][c:2]1[o:3][c:4](-[c:7]2[cH:8][c:9]([F:15])[c:10]([C:11]#[N:12])[cH:13][cH:14]2)[cH:5][n:6]1.[NH2:16][c:17]1[cH:18][c:19]([NH:23][S:24](=[O:25])(=[O:26])[CH3:27])[cH:20][cH:21][cH:22]1>>[c:2]1([NH:16][c:17]2[cH:18][c:19]([NH:23][S:24](=[O:25])(=[O:26])[CH3:27])[cH:20][cH:21][cH:22]2)[o:3][c:4](-[c:7]2[cH:8][c:9]([F:15])[c:10]([C:11]#[N:12])[cH:13][cH:14]2)[cH:5][n:6]1. The reactants are 2,6-dimethylphenylisocyanide dichloride, Br.Br.NC(C)C1=NCCC2=CC(=C(C=C12)OC)OC (1-(1-aminoethyl)-3,4-dihydro-6,7-dimethoxyisoquinoline dihydrobromide), CN(C=O)C (dimethylformamide), C([O-])([O-])=O.[K+].[K+] (potassium carbonate). Yields the product COC=1C=C2CCN3C(C2=CC1OC)=C(N=C3NC3=C(C=CC=C3C)C)C (5,6-dihydro-8,9-dimethoxy-1-methyl-3-(2,6-dimethylphenylamino)imidazo[5,1-a]isoquinoline). As a reaction SMILES: Br.Br.[NH2:3][CH:4]([C:6]1[C:15]2[C:10](=[CH:11][C:12]([O:18][CH3:19])=[C:13]([O:16][CH3:17])[CH:14]=2)[CH2:9][CH2:8][N:7]=1)[CH3:5].C(=O)([O-])[O-].[K+].[K+].[CH3:26][N:27]([CH3:30])C=O>>[CH3:19][O:18][C:12]1[CH:11]=[C:10]2[C:15](=[CH:14][C:13]=1[O:16][CH3:17])[C:6]1=[C:4]([CH3:5])[N:3]=[C:26]([NH:27][C:30]3[C:6]([CH3:4])=[CH:15][CH:10]=[CH:11][C:12]=3[CH3:13])[N:7]1[CH2:8][CH2:9]2 |f:0.1.2,3.4.5|. Reported procedure: 2.9 g 2,6-dimethylphenylisocyanide dichloride is added to a suspension of 5 g of 1-(1-aminoethyl)-3,4-dihydro-6,7-dimethoxyisoquinoline dihydrobromide in 100 ml dimethylformamide. 3.6 g of anhydrous potassium carbonate are then added. The suspension is stirred and warmed at 60° for 6 hours. The potassium carbonate is filtered off and washed with dimethylformamide. The washings and filtrate are concentrated in a vacuum, and the residue is chromatographed on silicagel using CHCl3 /CH3OH (95:5) as ... The reactants are C(C)(=O)OC(C)=O (acetic anhydride), resultant mixture, CC1=C(N)C=CC(=C1)[N+](=O)[O-] (2-methyl-4-nitroaniline), C(=O)O (formic acid), resultant mixture, resultant mixture. Solvent: O1CCCC1 (tetrahydrofuran), C1CCOC1 (THF). Run at temperature 55 celsius. The product is C(=O)NC1=C(C=C(C=C1)[N+](=O)[O-])C (N-formyl-2-methyl-4-nitroaniline). The yield is 77.2%. RXN SMILES: C(O[C:5](=[O:7])C)(=O)C.C(O)=O.[CH3:11][C:12]1[CH:18]=[C:17]([N+:19]([O-:21])=[O:20])[CH:16]=[CH:15][C:13]=1[NH2:14]>C1COCC1>[CH:5]([NH:14][C:13]1[CH:15]=[CH:16][C:17]([N+:19]([O-:21])=[O:20])=[CH:18][C:12]=1[CH3:11])=[O:7]. Reported procedure: 25 g (0.26 mol) of acetic anhydride were cooled to 0° C. under nitrogen. 15 g (0.32 mol) of formic acid were added dropwise at this temperature. The resultant mixture was then allowed to melt, and was then warmed to from 50 to 60° C. over the course of two hours. The mixture was then cooled to room temperature, and 20 ml of dry tetrahydrofuran were added, and the resultant mixture was again cooled to 0° C. A suspension of 15.2 g (0.1 mol) of 2-methyl-4-nitroaniline in 100 ml of THF was then adde...